Dataset: the Open Reaction Database (ORD), a public repository of structured organic reaction records. Task: describe an organic reaction: reactants, conditions, products, and yield Reactants: C(C)OC=1C=C(C=CC1OC)C(=C)C1=CC(=C(C=C1)OC)[N+](=O)[O-] (1-(3-ethoxy-4-methoxy-phenyl)-1-(3-nitro-4-methoxy-phenyl)-ethene), O.O.[Sn](Cl)Cl (tin (II) chloride dihydrate), [OH-].[Na+] (sodium hydroxide), ice water. The yield is 47.7%. Procedure details: To a stirred solution of 1-(3-ethoxy-4-methoxy-phenyl)-1-(3-nitro-4-methoxy-phenyl)-ethene (0.9 g, 2.8 mmol) in ethyl acetate (10 mL) and ethanol (20 mL) was added tin (II) chloride dihydrate (3.5 g, 15.4 mmol). The mixture was heated at 70° C. for 1 hr. The mixture was poured into ice water (100 mL) and basified with 10 N sodium hydroxide to pH=10. The mixture was extracted with ethyl acetate (5×35 mL). The combined organic layers were washed water (60 mL), brine (60 mL) and dried (MgSO4). Remo... The product is C(C)OC=1C=C(C=CC1OC)C(=C)C=1C=CC(=C(C1)N)OC (5-[1-(3-ethoxy-4-methoxy-phenyl) -vinyl]-2-methoxy-phenylamine). Reaction conditions: temperature 70 celsius. Run in C(C)(=O)OCC (ethyl acetate), C(C)O (ethanol). As a reaction SMILES: [CH2:1]([O:3][C:4]1[CH:5]=[C:6]([C:12]([C:14]2[CH:19]=[CH:18][C:17]([O:20][CH3:21])=[C:16]([N+:22]([O-])=O)[CH:15]=2)=[CH2:13])[CH:7]=[CH:8][C:9]=1[O:10][CH3:11])[CH3:2].O.O.[Sn](Cl)Cl.[OH-].[Na+]>C(OCC)(=O)C.C(O)C>[CH2:1]([O:3][C:4]1[CH:5]=[C:6]([C:12]([C:14]2[CH:19]=[CH:18][C:17]([O:20][CH3:21])=[C:16]([NH2:22])[CH:15]=2)=[CH2:13])[CH:7]=[CH:8][C:9]=1[O:10][CH3:11])[CH3:2] |f:1.2.3,4.5|. As a reaction SMILES: C1C(CC2C=CC(N=C=[O:16])=CC=2)=CC=C(N=C=O)C=1.[CH3:20][C:21]([NH:24][CH2:25][CH:26]([OH:36])[C:27]1[CH:32]=[CH:31][C:30]([OH:33])=[C:29]([CH2:34][OH:35])[CH:28]=1)([CH3:23])[CH3:22].[CH3:37][CH:38]([N+:40]1([CH3:60])[C@@H:44]2[CH2:45][C@@H:46]([O:48][C:49]([CH:51]([C:54]3[CH:55]=[CH:56][CH:57]=[CH:58][CH:59]=3)[CH2:52][OH:53])=[O:50])[CH2:47][C@H:41]1[CH2:42][CH2:43]2)[CH3:39].O.[Br-:62].C(F)(C(F)(F)F)C(F)(F)F>>[CH3:23][C:21]([NH:24][CH2:25][CH:26]([OH:36])[C:27]1[CH:32]=[CH:31][C:30]([OH:33])=[C:29]([CH2:34][OH:35])[CH:28]=1)([CH3:20])[CH3:22].[CH3:39][CH:38]([N+:40]1([CH3:60])[C@@H:44]2[CH2:45][C@@H:46]([O:48][C:49]([CH:51]([C:54]3[CH:55]=[CH:56][CH:57]=[CH:58][CH:59]=3)[CH2:52][OH:53])=[O:50])[CH2:47][C@H:41]1[CH2:42][CH2:43]2)[CH3:37].[OH2:16].[Br-:62] |f:2.3.4,6.7.8.9|. Starting materials: C1=CC(=CC=C1CC2=CC=C(C=C2)N=C=O)N=C=O (pMDI), C(C(F)(F)F)(C(F)(F)F)F (HFA 227), CC(C)(C)NCC(C1=CC(=C(C=C1)O)CO)O (salbutamol sulphate), CC(C)[N+]1([C@@H]2CC[C@H]1C[C@H](C2)OC(=O)C(CO)C=3C=CC=CC3)C.O.[Br-] (ipratropium bromide). Yields the product CC(C)(C)NCC(C=1C=CC(=C(C1)CO)O)O.CC(C)[N+]1([C@@H]2CC[C@H]1C[C@H](C2)OC(=O)C(CO)C=3C=CC=CC3)C.O.[Br-] (Salbutamol Ipratropium Bromide). Procedure: pMDI Manufacture: Spray dried salbutamol sulphate:ipratropium bromide (22.5 mg) was added into a coated (DuPont 3200 200) canister, with Bespak 63 μl valve. HFA 227 (17000 mg) was added to the canister. The solution was shaken.